From a dataset of the Open Reaction Database (ORD), a public repository of structured organic reaction records. describe an organic reaction: reactants, conditions, products, and yield Reactants: S(O)(O)(=O)=O (sulphuric acid), O.S(=O)(=O)([O-])[O-].[Al+3].S(=O)(=O)([O-])[O-].S(=O)(=O)([O-])[O-].[Al+3] (aluminum sulfate hydrate). The product is S(=O)(=O)([O-])[O-].[Al+3].S(=O)(=O)([O-])[O-].S(=O)(=O)([O-])[O-].[Al+3] (aluminum sulphate). Reaction SMILES: [S:1](=[O:5])(=[O:4])([OH:3])[OH:2].O.[S:7]([O-:11])([O-:10])(=[O:9])=[O:8].[Al+3:12].[S:13]([O-:17])([O-:16])(=[O:15])=[O:14].S([O-])([O-])(=O)=O.[Al+3]>>[S:1]([O-:5])([O-:4])(=[O:3])=[O:2].[Al+3:12].[S:7]([O-:11])([O-:10])(=[O:9])=[O:8].[S:13]([O-:17])([O-:16])(=[O:15])=[O:14].[Al+3:12] |f:1.2.3.4.5.6,7.8.9.10.11|. Procedure details: A method of making sintered aluminous abrasives from uncalcined bauxite. The uncalcined bauxite is mixed with sulphuric acid and dissolved. This forms aluminum sulfate hydrate as a major product. The aluminum sulphate hydrate is then dried to form aluminum sulphate which is then calcined to form gamma alumina and sulphur trioxide. The sulphur trioxide is mixed with water to form sulphuric acid and is then recycled for further use as additional dissolving material. A slurry of the gamma alumina i... Starting materials: [Cl-].[Na+] (sodium chloride), C1(=CC=CC=C1)N1N=C(CC1=O)C(N)=O (1-phenyl-3-carbamoyl-2-pyrazolin-5-one), OC1=CC=C(C=O)C=C1 (p-hydroxybenzaldehyde). Run in aqueous solution, CN(C=O)C (dimethylformamide). Product: C1(=CC=CC=C1)N1N=C(C(C1=O)=CC1=CC=C(C=C1)O)C(N)=O (1-phenyl-3-carbamoyl-4-(p-hydroxybenzylidene)-2-pyrazolin-5-one). As a reaction SMILES: [C:1]1([N:7]2[C:11](=[O:12])[CH2:10][C:9]([C:13](=[O:15])[NH2:14])=[N:8]2)[CH:6]=[CH:5][CH:4]=[CH:3][CH:2]=1.[OH:16][C:17]1[CH:24]=[CH:23][C:20]([CH:21]=O)=[CH:19][CH:18]=1.[Cl-].[Na+]>CN(C)C=O>[C:1]1([N:7]2[C:11](=[O:12])[C:10](=[CH:21][C:20]3[CH:23]=[CH:24][C:17]([OH:16])=[CH:18][CH:19]=3)[C:9]([C:13](=[O:15])[NH2:14])=[N:8]2)[CH:2]=[CH:3][CH:4]=[CH:5][CH:6]=1 |f:2.3|. Procedure details: 20.5 g (0.1 mole) of 1-phenyl-3-carbamoyl-2-pyrazolin-5-one and 12.2 g (0.1 mole) of p-hydroxybenzaldehyde were stirred for 1 hour in 100 ml of boiling dimethylformamide. The hot reaction mixture was poured out in 500 ml of an aqueous solution of sodium chloride (12%). After stirring and standing for a while, the yellow dye was filtered with suction, rinsed with water, and washed with hot acetone. Starting materials: CN1CCCC1=O, CCOC(C)=O, CC(n1cnc2cc(F)ccc2c1=O)C(O)(Cn1cncn1)c1ccc(F)cc1F, OCC(F)(F)C(F)F, [H-], [Na+], O. Yields the product CC(n1cnc2cc(OCC(F)(F)C(F)F)ccc2c1=O)C(O)(Cn1cncn1)c1ccc(F)cc1F. As a reaction SMILES: [CH3:42][N:43]1[CH2:44][CH2:45][CH2:46][C:47]1=[O:48].[CH3:49][CH2:50][O:51][C:52]([CH3:53])=[O:54].[F:11][c:12]1[c:13]([C:19]([CH:20]([CH3:21])[n:22]2[cH:23][n:24][c:25]3[cH:26][c:27]([F:33])[cH:28][cH:29][c:30]3[c:31]2=[O:32])([CH2:34][n:35]2[n:36][cH:37][n:38][cH:39]2)[OH:40])[cH:14][cH:15][c:16]([F:18])[cH:17]1.[F:1][C:2]([CH2:3][OH:4])([CH:5]([F:6])[F:7])[F:8].[H-:10].[Na+:9].[OH2:41]>>[F:1][C:2]([CH2:3][O:4][c:27]1[cH:26][c:25]2[n:24][cH:23][n:22]([CH:20]([C:19]([c:13]3[c:12]([F:11])[cH:17][c:16]([F:18])[cH:15][cH:14]3)([CH2:34][n:35]3[n:36][cH:37][n:38][cH:39]3)[OH:40])[CH3:21])[c:31](=[O:32])[c:30]2[cH:29][cH:28]1)([CH:5]([F:6])[F:7])[F:8]. Starting materials: C1(CCCCCO1)=O (ε-caprolactone), C1C(=O)OCC(=O)O1 (glycolide). Run in C(C(F)(F)F)(C(F)(F)F)O (HFIP). The product is C1(CCCCCO1)=O.C1C(=O)OCC(=O)O1 (ε-CAPROLACTONE GLYCOLIDE). RXN SMILES: [C:1]1(=[O:8])[O:7][CH2:6][CH2:5][CH2:4][CH2:3][CH2:2]1.[CH2:9]1[O:16][C:14](=[O:15])[CH2:13][O:12][C:10]1=[O:11]>C(O)(C(F)(F)F)C(F)(F)F>[C:1]1(=[O:8])[O:7][CH2:6][CH2:5][CH2:4][CH2:3][CH2:2]1.[CH2:9]1[O:16][C:14](=[O:15])[CH2:13][O:12][C:10]1=[O:11] |f:3.4|. Procedure: The procedure described in Example 1 is substantially reproduced by reacting 91.3 gm (0.8 mole) of ε-caprolactone with 139.3 gm (1.2 mole) of glycolide. A weight loss of 1.1% is observed upon devolatilization. The I.V. of the copolymer is 1.83 dl/g in HFIP and the mole ratio of PCL/PGA is found to be 38.7/61.3 by NMR. Starting materials: C(C)OC(=O)CN1C(C(NC2=CC(=C(C=C12)N1C=C(C=C1)CN1CCN(CC1)CCC1=CC=CC=C1)[N+](=O)[O-])=O)=O (1-Ethoxycarbonylmethyl-6-nitro-7-(3-(4-(2-phenylethyl)-1-piperazinyl)methyl-1-pyrrolyl)quinoxaline-2,3(1H,4H)-dione), [OH-].[Li+] (lithium hydroxide). The product is C(=O)(O)CN1C(C(NC2=CC(=C(C=C12)N1C=C(C=C1)CN1CCN(CC1)CCC1=CC=CC=C1)[N+](=O)[O-])=O)=O (1-Carboxymethyl-6-nitro-7-(3-(4-(2-phenylethyl)-1-piperazinyl)methyl-1-pyrrolyl)quinoxaline-2,3(1H,4H)-dione). RXN SMILES: C([O:3][C:4]([CH2:6][N:7]1[C:16]2[C:11](=[CH:12][C:13]([N+:37]([O-:39])=[O:38])=[C:14]([N:17]3[CH:21]=[CH:20][C:19]([CH2:22][N:23]4[CH2:28][CH2:27][N:26]([CH2:29][CH2:30][C:31]5[CH:36]=[CH:35][CH:34]=[CH:33][CH:32]=5)[CH2:25][CH2:24]4)=[CH:18]3)[CH:15]=2)[NH:10][C:9](=[O:40])[C:8]1=[O:41])=[O:5])C.[OH-].[Li+]>>[C:4]([CH2:6][N:7]1[C:16]2[C:11](=[CH:12][C:13]([N+:37]([O-:39])=[O:38])=[C:14]([N:17]3[CH:21]=[CH:20][C:19]([CH2:22][N:23]4[CH2:28][CH2:27][N:26]([CH2:29][CH2:30][C:31]5[CH:36]=[CH:35][CH:34]=[CH:33][CH:32]=5)[CH2:25][CH2:24]4)=[CH:18]3)[CH:15]=2)[NH:10][C:9](=[O:40])[C:8]1=[O:41])([OH:5])=[O:3] |f:1.2|. Procedure: 20 0.6 g (1.1 mmol) of Example 39 were hydrolyzed with lithium hydroxide as in method 1i. The reactants are C(C)[C@@H](C1=CC=CC=C1)NC(=O)C1=C(C(=NC2=CC=CC=C12)C1=CC=CC=C1)O ((S)-N-(α-ethylbenzyl)-3-hydroxy-2-phenylquinoline-4-carboxamide), C(=O)([O-])[O-].[K+].[K+] (K2CO3), BrCC(=O)N (2-bromoacetamide). The solvent is C1CCOC1 (THF). Conditions: time 8 hour. Yields the product C(C)[C@@H](C1=CC=CC=C1)NC(=O)C1=C(C(=NC2=CC=CC=C12)C1=CC=CC=C1)OCC(=O)N ((S)-N-(α-ethylbenzyl)-3-(aminocarbonylmethoxy)-2-phenyquinoline-4-carboxamide). Isolated yield 50.8%. As a reaction SMILES: [CH2:1]([C@H:3]([NH:10][C:11]([C:13]1[C:22]2[C:17](=[CH:18][CH:19]=[CH:20][CH:21]=2)[N:16]=[C:15]([C:23]2[CH:28]=[CH:27][CH:26]=[CH:25][CH:24]=2)[C:14]=1[OH:29])=[O:12])[C:4]1[CH:9]=[CH:8][CH:7]=[CH:6][CH:5]=1)[CH3:2].C([O-])([O-])=O.[K+].[K+].Br[CH2:37][C:38]([NH2:40])=[O:39]>C1COCC1>[CH2:1]([C@H:3]([NH:10][C:11]([C:13]1[C:22]2[C:17](=[CH:18][CH:19]=[CH:20][CH:21]=2)[N:16]=[C:15]([C:23]2[CH:24]=[CH:25][CH:26]=[CH:27][CH:28]=2)[C:14]=1[O:29][CH2:37][C:38]([NH2:40])=[O:39])=[O:12])[C:4]1[CH:5]=[CH:6][CH:7]=[CH:8][CH:9]=1)[CH3:2] |f:1.2.3|. Procedure: 0.5 g (1.3 mmol) of (S)-N-(α-ethylbenzyl)-3-hydroxy-2-phenylquinoline-4-carboxamide (compound of Description 1) were dissolved, under nitrogen atmosphere and magnetic stirring, in 5 ml of THF; 0.5 g (3.6 mmol) of K2CO3, 0.27 g (1.9 mmol) of 2-bromoacetamide and a small amount of KI were added. The reaction mixture was left overnight under magnetical stirring; the precipitate was filtered off and the residue dissolved in H2O and extracted with EtOAc; the organic layer was washed with sat. sol. Na... Reactants: Cc1cc(Br)ccc1OC(F)F, CC1CNCC(C)N1, CC(C)(C)[O-], Cc1ccccc1, [K+], CC(=O)[O-], CC(=O)[O-], [Pd+2], c1ccc(P(c2ccccc2)c2ccc3ccccc3c2-c2c(P(c3ccccc3)c3ccccc3)ccc3ccccc23)cc1. Product: Cc1cc(N2CC(C)NC(C)C2)ccc1OC(F)F. As a reaction SMILES: [Br:1][c:2]1[cH:3][c:4]([CH3:12])[c:5]([O:8][CH:9]([F:10])[F:11])[cH:6][cH:7]1.[CH3:13][CH:14]1[NH:15][CH:16]([CH3:20])[CH2:17][NH:18][CH2:19]1.[CH3:67][C:68]([CH3:69])([O-:70])[CH3:71].[CH3:73][c:74]1[cH:75][cH:76][cH:77][cH:78][cH:79]1.[K+:72].[O-:81][C:82]([CH3:83])=[O:84].[O-:85][C:86]([CH3:87])=[O:88].[Pd+2:80].[cH:21]1[cH:22][cH:23][c:24]([P:25]([c:26]2[cH:27][cH:28][c:29]3[c:30]([cH:31][cH:32][cH:33][cH:34]3)[c:35]2-[c:36]2[c:37]3[c:38]([cH:39][cH:40][cH:41][cH:42]3)[cH:43][cH:44][c:45]2[P:46]([c:47]2[cH:48][cH:49][cH:50][cH:51][cH:52]2)[c:53]2[cH:54][cH:55][cH:56][cH:57][cH:58]2)[c:59]2[cH:60][cH:61][cH:62][cH:63][cH:64]2)[cH:65][cH:66]1>>[c:2]1([N:18]2[CH2:17][CH:16]([CH3:20])[NH:15][CH:14]([CH3:13])[CH2:19]2)[cH:3][c:4]([CH3:12])[c:5]([O:8][CH:9]([F:10])[F:11])[cH:6][cH:7]1. Reactants: [OH-].[Na+] (sodium hydroxide), COC(=O)C=1C=C2C(=NNC2=CC1F)\C=C\C=1SC=CC1 (6-fluoro-3-[(E)-2-(thiophen-2-yl)-vinyl]-1H-indazole-5-carboxylic acid methyl ester), Cl (hydrochloric acid). Run in O1CCCC1 (tetrahydrofuran). Run at time 6 hour. The product is FC1=C(C=C2C(=NNC2=C1)\C=C\C=1SC=CC1)C(=O)O (6-Fluoro-3-[(E)-2-(thiophen-2-yl)-vinyl]-1H-indazole-5-carboxylic acid). The yield is 92.6%. RXN SMILES: C[O:2][C:3]([C:5]1[CH:6]=[C:7]2[C:11](=[CH:12][C:13]=1[F:14])[NH:10][N:9]=[C:8]2/[CH:15]=[CH:16]/[C:17]1[S:18][CH:19]=[CH:20][CH:21]=1)=[O:4].[OH-].[Na+].Cl>O1CCCC1>[F:14][C:13]1[CH:12]=[C:11]2[C:7]([C:8](/[CH:15]=[CH:16]/[C:17]3[S:18][CH:19]=[CH:20][CH:21]=3)=[N:9][NH:10]2)=[CH:6][C:5]=1[C:3]([OH:4])=[O:2] |f:1.2|. Procedure details: To a mixed solution of 60 mg of 6-fluoro-3-[(E)-2-(thiophen-2-yl)-vinyl]-1H-indazole-5-carboxylic acid methyl ester obtained by Example 142 in a mixture of 2 mL tetrahydrofuran/0.5 mL methanol was added 0.5 mL of 5N sodium hydroxide aqueous solution, and stirred at 50° C.-55° C. for 6 hours. The reaction solution was made acidic with 1N hydrochloric acid, and extracted with 15 mL of ethyl acetate. The organic layer was washed successively with water and saturated brine, and dried over anhydrous ... Reactants: ClC1=C(C=CC(=C1)CCC1(OC(C(=C(C1)O)CC1=NN2C(N=C(C=C2C)C)=N1)=O)C1CCCC1)C1(CC1)C#N (1-(2-Chloro-4-{2-[2-cyclopentyl-5-(5,7-dimethyl-[1,2,4]triazolo[1,5-a]pyrimidin-2-ylmethyl)-4-hydroxy-6-oxo-3,6-dihydro-2H-pyran-2-yl]-ethyl}-phenyl)-cyclopropanecarbonitrile), ClC=1C=C(C=C(C1OC)CC)CCC1(CC(CC(O1)=O)=O)C1CCCC1 (6-[2-(3-Chloro-5-ethyl-4-methoxy-phenyl)-ethyl]-6-cyclopentyl-dihydro-pyran-2,4-dione), ClC=1C=NC=2N(C1)N=C(N2)C=O (6-Chloro-[1,2,4]triazolo[1,5-a]pyrimidine-2-carbaldehyde). Product: ClC1=C(C=CC(=C1)CCC1(OC(C(=C(C1)O)CC1=NN2C(N=CC(=C2)C)=N1)=O)C1CCCC1)C1(CC1)C#N (1-(2-Chloro-4-{2-[2-cyclopentyl-4-hydroxy-5-(6-methyl-[1,2,4]triazolo[1,5-a]pyrimidin-2-ylmethyl)-6-oxo-3,6-dihydro-2H-pyran-2-yl]-ethyl}-phenyl)-cyclopropanecarbonitrile). As a reaction SMILES: [Cl:1][C:2]1[CH:7]=[C:6]([CH2:8][CH2:9][C:10]2([CH:30]3[CH2:34][CH2:33][CH2:32][CH2:31]3)[CH2:15][C:14]([OH:16])=[C:13]([CH2:17][C:18]3[N:28]=[C:21]4[N:22]=[C:23](C)[CH:24]=[C:25](C)[N:20]4[N:19]=3)[C:12](=[O:29])[O:11]2)[CH:5]=[CH:4][C:3]=1[C:35]1([C:38]#[N:39])[CH2:37][CH2:36]1.Cl[C:41]1C=C(CCC2(C3CCCC3)OC(=O)CC(=O)C2)C=C(CC)C=1OC.ClC1C=NC2N(N=C(C=O)N=2)C=1>>[Cl:1][C:2]1[CH:7]=[C:6]([CH2:8][CH2:9][C:10]2([CH:30]3[CH2:31][CH2:32][CH2:33][CH2:34]3)[CH2:15][C:14]([OH:16])=[C:13]([CH2:17][C:18]3[N:28]=[C:21]4[N:22]=[CH:23][C:24]([CH3:41])=[CH:25][N:20]4[N:19]=3)[C:12](=[O:29])[O:11]2)[CH:5]=[CH:4][C:3]=1[C:35]1([C:38]#[N:39])[CH2:37][CH2:36]1. Procedure details: The title compound was prepared analogously to Example B(97) (where 1-(2-Chloro-4-{2-[2-cyclopentyl-5-(5,7-dimethyl-[1,2,4]triazolo[1,5-a]pyrimidin-2-ylmethyl)-4-hydroxy-6-oxo-3,6-dihydro-2H-pyran-2-yl]-ethyl}-phenyl)-cyclopropanecarbonitrile was substituted in place of 6-[2-(3-Chloro-5-ethyl-4-methoxy-phenyl)-ethyl]-6-cyclopentyl-dihydro-pyran-2,4-dione in that example and 6-Chloro-[1,2,4]triazolo[1,5-a]pyrimidine-2-carbaldehyde in place of the 5,7-Dimethyl-[1,2,4]triazolo[1,5-a]pyrimidine-2-ca... Reactants: FC1=C(C#N)C(=CC=C1)F (2,6-difluorobenzonitrile), C1CC(=O)N(C1=O)Br (NBS). Run in S(O)(O)(=O)=O (sulfuric acid). Reaction conditions: time 2 day. Yields the product BrC=1C(=C(C#N)C(=CC1)F)F (3-bromo-2,6-difluorobenzonitrile). As a reaction SMILES: [F:1][C:2]1[CH:9]=[CH:8][CH:7]=[C:6]([F:10])[C:3]=1[C:4]#[N:5].C1C(=O)N([Br:18])C(=O)C1>S(=O)(=O)(O)O>[Br:18][C:7]1[C:6]([F:10])=[C:3]([C:2]([F:1])=[CH:9][CH:8]=1)[C:4]#[N:5]. Procedure details: A solution of compound 2,6-difluorobenzonitrile (5 g, 36 mmol) in concentrated sulfuric acid (25 mL) was added with NBS (7 g, 39.6 mmol) at 0° C. and stirred at ambient temperature for 2 days. Ice was added to the reaction solution. The mixture was extracted with EtOAc. The organic layer was washed with water, saturated NaHCO3 solution, brine, dried over anhydrous sodium sulfate and concentrated. The residue was purified with fast column chromatograph to give compound 3-bromo-2,6-difluorobenzoni...